The task is: describe an organic reaction: reactants, conditions, products, and yield. This data is from the Open Reaction Database (ORD), a public repository of structured organic reaction records. Reactants: OCCBr, CC(C)(C)[Si](C)(C)Cl, CN(C)C=O, CCOC(C)=O, c1c[nH]cn1. Product: CC(C)(C)[Si](C)(C)OCCBr. Reaction SMILES: [Br:1][CH2:2][CH2:3][OH:4].[C:5]([CH3:6])([CH3:7])([CH3:8])[Si:9]([Cl:10])([CH3:11])[CH3:12].[CH3:18][N:19]([CH3:20])[CH:21]=[O:22].[CH3:23][CH2:24][O:25][C:26](=[O:27])[CH3:28].[nH:13]1[cH:14][cH:15][n:16][cH:17]1>>[Br:1][CH2:2][CH2:3][O:4][Si:9]([C:5]([CH3:6])([CH3:7])[CH3:8])([CH3:11])[CH3:12]. Starting materials: ClC1=C(C(=NC=C1)NC(OC(C)(C)C)=O)C#CC1CCCCC1 (tert-butyl (4-chloro-3-(cyclohexylethynyl)pyridin-2-yl)carbamate), CC(C)([O-])C.[K+] (potassium tert-butoxide), C1COCCOCCOCCOCCOCCO1 (18-crown-6). Solvent: C1(=CC=CC=C1)C (toluene). Run at temperature 85 celsius. Product: ClC1=C2C(=NC=C1)NC(=C2)C2CCCCC2 (4-chloro-2-cyclohexyl-1H-pyrrolo[2,3-b]pyridine). Reaction SMILES: [Cl:1][C:2]1[CH:7]=[CH:6][N:5]=[C:4]([NH:8]C(=O)OC(C)(C)C)[C:3]=1[C:16]#[C:17][CH:18]1[CH2:23][CH2:22][CH2:21][CH2:20][CH2:19]1.CC(C)([O-])C.[K+].C1OCCOCCOCCOCCOCCOC1>C1(C)C=CC=CC=1>[Cl:1][C:2]1[CH:7]=[CH:6][N:5]=[C:4]2[NH:8][C:17]([CH:18]3[CH2:23][CH2:22][CH2:21][CH2:20][CH2:19]3)=[CH:16][C:3]=12 |f:1.2|. Procedure: A solution of Example 98A (870 mg, 2.60 mmol) in 20 mL toluene was treated with potassium tert-butoxide (729 mg, 6.50 mmol) and 18-crown-6 (68.7 mg, 0.260 mmol) and the mixture was heated at 65° C. for 6 hours and at 85° C. overnight. The cooled mixture was partitioned between ethyl acetate and water. The layers were separated and the aqueous layer was extracted with ethyl acetate (twice). The combined organic extracts were rinsed with water (once) and brine (twice), dried over magnesium sulfate... Reported procedure: Prepared by analogy to Example 13 by reaction of 2-hydroxy-2-(2-trifluoromethyl-thiazol-4-yl)ethanamine with 1-(4-carbomethoxymethoxyphenyl)propan-2-one and sodium cyanoborohydride in methanol (reaction time: 5 hours) followed by purification on a silica gel column using methylene chloride/methanol=20:1. This results in a 50:50 diastereomer mixture of the base. This is recrystallised from a mixture of ether/ethyl acetate=65:10. The mother liquor resulting from this is mixed with ethereal hydroch... Yields the product C(=O)(OC)COC1=CC=C(C=C1)CC(C)NCC(C=1N=C(SC1)C(F)(F)F)O (N-[2-(4-Carbomethoxymethoxyphenyl)-1-methylethyl]-2-hydroxy-2-(2-trifluoromethyl-thiazol-4-yl)ethanamine). As a reaction SMILES: [OH:1][CH:2]([C:5]1[N:6]=[C:7]([C:10]([F:13])([F:12])[F:11])[S:8][CH:9]=1)[CH2:3][NH2:4].[C:14]([CH2:18][O:19][C:20]1[CH:25]=[CH:24][C:23]([CH2:26][C:27](=O)[CH3:28])=[CH:22][CH:21]=1)([O:16][CH3:17])=[O:15].C([BH3-])#N.[Na+].Cl>CO>[C:14]([CH2:18][O:19][C:20]1[CH:21]=[CH:22][C:23]([CH2:26][CH:27]([NH:4][CH2:3][CH:2]([OH:1])[C:5]2[N:6]=[C:7]([C:10]([F:13])([F:12])[F:11])[S:8][CH:9]=2)[CH3:28])=[CH:24][CH:25]=1)([O:16][CH3:17])=[O:15] |f:2.3|. The solvent is CO (methanol). The reactants are Cl (hydrochloric acid), OC(CN)C=1N=C(SC1)C(F)(F)F (2-hydroxy-2-(2-trifluoromethyl-thiazol-4-yl)ethanamine), C(=O)(OC)COC1=CC=C(C=C1)CC(C)=O (1-(4-carbomethoxymethoxyphenyl)propan-2-one), C(#N)[BH3-].[Na+] (sodium cyanoborohydride). The yield is 92.0%.